Task: describe an organic reaction: reactants, conditions, products, and yield. Dataset: the Open Reaction Database (ORD), a public repository of structured organic reaction records Starting materials: [BH4-], CO, Cl, [Li+], O=c1c(C2=NS(=O)(=O)c3ccccc3N2)c(O)c2ccccc2n1N=Cc1cccs1, C1CCOC1, O. As a reaction SMILES: [BH4-:34].[CH3:32][OH:33].[ClH:36].[Li+:35].[O:1]=[S:2]1(=[O:31])[N:3]=[C:4]([c:12]2[c:13](=[O:30])[n:14]([N:23]=[CH:24][c:25]3[s:26][cH:27][cH:28][cH:29]3)[c:15]3[cH:16][cH:17][cH:18][cH:19][c:20]3[c:21]2[OH:22])[NH:5][c:6]2[c:7]1[cH:8][cH:9][cH:10][cH:11]2.[O:37]1[CH2:38][CH2:39][CH2:40][CH2:41]1.[OH2:42]>>[O:1]=[S:2]1(=[O:31])[N:3]=[C:4]([c:12]2[c:13](=[O:30])[n:14]([NH:23][CH2:24][c:25]3[s:26][cH:27][cH:28][cH:29]3)[c:15]3[cH:16][cH:17][cH:18][cH:19][c:20]3[c:21]2[OH:22])[NH:5][c:6]2[c:7]1[cH:8][cH:9][cH:10][cH:11]2. The product is O=c1c(C2=NS(=O)(=O)c3ccccc3N2)c(O)c2ccccc2n1NCc1cccs1. Starting materials: COC(CC[C@@H](C)[C@H]1CC[C@H]2[C@@H]3[C@@H](C[C@@H]4C[C@H](CC[C@]4(C)[C@H]3C[C@@H]([C@]12C)O)OCCN(C)C1=CC=C(C=C1)[C@@H]1C2=C3CCC(C=C3CC[C@H]2[C@@H]2CC[C@@]([C@@]2(C)C1)(C#CC)O)=O)O)=O (Methyl(3β,5β,7α,12α)-7,12-dihydroxy-3-{2-[{4-[(11β,17α)-17-hydroxy-3-oxo-17-prop-1-ynylestra-4,9-dien-11-yl]phenyl}(methyl)amino]ethoxy}cholan-24-oate), resultant mixture, C(C)(C)(C)OC(=O)NCCCC(=O)OCCl (4-tert-butoxycarbonylaminobutanoic acid, chloromethyl ester), C(C)(C)N(CC)C(C)C (Diisopropylethylamine), [Na+].[I-] (NaI). Reported procedure: The compound of Example 1I (1 mmol) is combined with an equimolar amount of the compound of Example 11A in 1 mL of acetonitrile. Diisopropylethylamine (2 eq) and NaI (20 mg) are added, and the resultant mixture is heated at 90 C for 20 hrs. The reaction mixture is partitioned between ethyl acetate and water; the organic extract is washed with brine, dried (Na2SO4), filtered, and concentrated in vacuo. The crude material is purified on silica gel using a gradient of ethyl acetate in hexanes to pr... Run in C(C)#N (acetonitrile). RXN SMILES: C[O:2][C:3](=[O:63])[CH2:4][CH2:5][C@H:6]([C@@H:8]1[C@:25]2([CH3:26])[C@H:11]([C@H:12]3[C@H:22]([CH2:23][C@@H:24]2[OH:27])[C@:20]2([CH3:21])[C@@H:15]([CH2:16][C@@H:17]([O:28][CH2:29][CH2:30][N:31]([C:33]4[CH:38]=[CH:37][C:36]([C@H:39]5[CH2:56][C@@:54]6([CH3:55])[C@@H:50]([CH2:51][CH2:52][C@:53]6([OH:60])[C:57]#[C:58][CH3:59])[C@H:49]6[C:40]5=[C:41]5[C:46]([CH2:47][CH2:48]6)=[CH:45][C:44](=[O:61])[CH2:43][CH2:42]5)=[CH:35][CH:34]=4)[CH3:32])[CH2:18][CH2:19]2)[CH2:14][C@H:13]3[OH:62])[CH2:10][CH2:9]1)[CH3:7].[C:64]([O:68][C:69]([NH:71][CH2:72][CH2:73][CH2:74][C:75]([O:77][CH2:78]Cl)=[O:76])=[O:70])([CH3:67])([CH3:66])[CH3:65].[CH:80](N(C(C)C)CC)(C)C.[Na+].[I-]>C(#N)C>[CH3:80][CH:4]([CH2:5][C@H:6]([C@@H:8]1[C@:25]2([CH3:26])[C@H:11]([C@H:12]3[C@H:22]([CH2:23][C@@H:24]2[OH:27])[C@:20]2([CH3:21])[C@@H:15]([CH2:16][C@@H:17]([O:28][CH2:29][CH2:30][N:31]([C:33]4[CH:38]=[CH:37][C:36]([C@H:39]5[CH2:56][C@@:54]6([CH3:55])[C@@H:50]([CH2:51][CH2:52][C@:53]6([OH:60])[C:57]#[C:58][CH3:59])[C@H:49]6[C:40]5=[C:41]5[C:46]([CH2:47][CH2:48]6)=[CH:45][C:44](=[O:61])[CH2:43][CH2:42]5)=[CH:35][CH:34]=4)[CH3:32])[CH2:18][CH2:19]2)[CH2:14][C@H:13]3[O:62][CH2:78][O:77][C:75](=[O:76])[CH2:74][CH2:73][CH2:72][NH:71][C:69]([O:68][C:64]([CH3:67])([CH3:66])[CH3:65])=[O:70])[CH2:10][CH2:9]1)[CH3:7])[C:3]([OH:2])=[O:63] |f:3.4|. Yields the product CC(C(=O)O)C[C@@H](C)[C@H]1CC[C@H]2[C@@H]3[C@@H](C[C@@H]4C[C@H](CC[C@]4(C)[C@H]3C[C@@H]([C@]12C)O)OCCN(C)C1=CC=C(C=C1)[C@@H]1C2=C3CCC(C=C3CC[C@H]2[C@@H]2CC[C@@]([C@@]2(C)C1)(C#CC)O)=O)OCOC(CCCNC(=O)OC(C)(C)C)=O (Methyl(3β,5β,7α,12α)-7-(4-tert-butoxycarbonylaminobutanoyloxymethoxy)-12-hydroxy-3-{2-[{4-[(11β,17α)-17-hydroxy-3-oxo-17-prop-1-ynylestra-4,9-dien-11-yl]phenyl}(methyl)amino]ethoxy}cholan-24-oic acid). Starting materials: CC1(C)OCC(C)(C(=O)OCc2ccccc2)O1, CO, O, Cc1ccc(S(=O)(=O)O)cc1. Yields the product CC(O)(CO)C(=O)OCc1ccccc1. As a reaction SMILES: [CH3:1][C:2]1([CH3:18])[O:3][CH2:4][C:5]([C:7](=[O:8])[O:9][CH2:10][c:11]2[cH:12][cH:13][cH:14][cH:15][cH:16]2)([CH3:17])[O:6]1.[CH3:31][OH:32].[OH2:19].[c:20]1([CH3:21])[cH:22][cH:23][c:24]([S:25]([OH:26])(=[O:27])=[O:28])[cH:29][cH:30]1>>[OH:3][CH2:4][C:5]([OH:6])([C:7](=[O:8])[O:9][CH2:10][c:11]1[cH:12][cH:13][cH:14][cH:15][cH:16]1)[CH3:17]. Run at time 15 minute. The reactants are CC(C)(C)S(=O)NC1(COC1)C=1SC(=CN1)C1=CC(=CC(=C1)NC1=NC=CC(=N1)C(F)(F)F)C (2-methyl-N-{3-[5-(3-methyl-5-{[4-(trifluoromethyl)pyrimidin-2-yl]amino}phenyl)-1,3-thiazol-2-yl]oxetan-3-yl}propane-2-sulfinamide), O1CCOCC1 (Dioxane). Reported procedure: To a solution the product of Step 2 (1.01 g, 1.964 mmol) in methanol (9.8 mL), 4M HCl in Dioxane (1.97 mL, 7.86 mmol) was added. The mixture was stirred at room temperature for 15 minutes. The mixture was diluted with ethyl acetate, washed with saturated NaHCO3, followed by brine, dried (Na2SO4), filtered and concentrated. The residue was purified by column chromatography on silica (40-100% ethyl acetate in hexanes) to afford N-{3-[2-(3-aminooxetan-3-yl)-1,3-thiazol-5-yl]-5-methylphenyl}-4-(trif... The product is NC1(COC1)C=1SC(=CN1)C=1C=C(C=C(C1)C)NC1=NC=CC(=N1)C(F)(F)F (N-{3-[2-(3-aminooxetan-3-yl)-1,3-thiazol-5-yl]-5-methylphenyl}-4-(trifluoromethyl)pyrimidin-2-amine). Isolated yield 48.6%. RXN SMILES: CC(S([NH:7][C:8]1([C:12]2[S:13][C:14]([C:17]3[CH:22]=[C:21]([NH:23][C:24]4[N:29]=[C:28]([C:30]([F:33])([F:32])[F:31])[CH:27]=[CH:26][N:25]=4)[CH:20]=[C:19]([CH3:34])[CH:18]=3)=[CH:15][N:16]=2)[CH2:11][O:10][CH2:9]1)=O)(C)C.O1CCOCC1>CO.Cl.C(OCC)(=O)C>[NH2:7][C:8]1([C:12]2[S:13][C:14]([C:17]3[CH:22]=[C:21]([NH:23][C:24]4[N:29]=[C:28]([C:30]([F:33])([F:32])[F:31])[CH:27]=[CH:26][N:25]=4)[CH:20]=[C:19]([CH3:34])[CH:18]=3)=[CH:15][N:16]=2)[CH2:9][O:10][CH2:11]1. The solvent is CO (methanol), Cl (HCl), C(C)(=O)OCC (ethyl acetate). Reaction SMILES: Cl[C:2]1[C:7]([N+:8]([O-:10])=[O:9])=[CH:6][N:5]=[C:4]([O:11][CH2:12][C@@H:13]([NH:15][C:16](=[O:22])[O:17][C:18]([CH3:21])([CH3:20])[CH3:19])[CH3:14])[CH:3]=1.C([O-])(=[O:25])C.[Cs+]>CN(C=O)C>[OH:25][C:2]1[C:7]([N+:8]([O-:10])=[O:9])=[CH:6][N:5]=[C:4]([O:11][CH2:12][C@@H:13]([NH:15][C:16](=[O:22])[O:17][C:18]([CH3:21])([CH3:20])[CH3:19])[CH3:14])[CH:3]=1 |f:1.2|. Yield: 84.2%. Solvent: CN(C)C=O (DMF). Yields the product OC1=CC(=NC=C1[N+](=O)[O-])OC[C@H](C)NC(OC(C)(C)C)=O (tert-butyl ((2S)-1-((4-hydroxy-5-nitropyridin-2-yl)oxy)propan-2-yl)carbamate). Starting materials: ClC1=CC(=NC=C1[N+](=O)[O-])OC[C@H](C)NC(OC(C)(C)C)=O (tert-butyl ((2S)-1-((4-chloro-5-nitropyridin-2-yl)oxy)propan-2-yl)carbamate), C(C)(=O)[O-].[Cs+] (cesium acetate). Procedure details: A mixture of tert-butyl ((2S)-1-((4-chloro-5-nitropyridin-2-yl)oxy)propan-2-yl)carbamate (4.83 g), cesium acetate (6.99 g) and DMF (40 mL) was stirred at 80° C. for 1 hr. The mixture was allowed to cool to room temperature, and concentrated under reduced pressure. The residue was diluted with ethyl acetate and water, and the organic layer was separated. The organic layer was washed with saturated brine, dried over anhydrous magnesium sulfate, and concentrated under reduced pressure to give the t... Conditions: temperature 80 celsius, time 1 hour. Reactants: BrC1=C(C(=CC=2N=C(SC21)NC(NCC)=O)C=2C=NC(=NC2)N2CCC(CC2)(C(=O)OCC)C)OC (Ethyl 1-[5-[7-bromo-2-(ethylcarbamoylamino)-6-methoxy-1,3-benzothiazol-5-yl]pyrimidin-2-yl]-4-methyl-piperidine-4-carboxylate), [OH-].[Na+] (NaOH). Solvent: CCO (EtOH). Reaction conditions: temperature 60 celsius. Product: BrC1=C(C(=CC=2N=C(SC21)NC(NCC)=O)C=2C=NC(=NC2)N2CCC(CC2)(C(=O)O)C)OC (1-[5-[7-Bromo-2-(ethylcarbamoylamino)-6-methoxy-1,3-benzothiazol-5-yl]pyrimidin-2-yl]-4-methyl-piperidine-4-carboxylic acid). Reaction SMILES: [Br:1][C:2]1[C:10]2[S:9][C:8]([NH:11][C:12](=[O:16])[NH:13][CH2:14][CH3:15])=[N:7][C:6]=2[CH:5]=[C:4]([C:17]2[CH:18]=[N:19][C:20]([N:23]3[CH2:28][CH2:27][C:26]([CH3:34])([C:29]([O:31]CC)=[O:30])[CH2:25][CH2:24]3)=[N:21][CH:22]=2)[C:3]=1[O:35][CH3:36].[OH-].[Na+]>CCO>[Br:1][C:2]1[C:10]2[S:9][C:8]([NH:11][C:12](=[O:16])[NH:13][CH2:14][CH3:15])=[N:7][C:6]=2[CH:5]=[C:4]([C:17]2[CH:22]=[N:21][C:20]([N:23]3[CH2:28][CH2:27][C:26]([CH3:34])([C:29]([OH:31])=[O:30])[CH2:25][CH2:24]3)=[N:19][CH:18]=2)[C:3]=1[O:35][CH3:36] |f:1.2|. Procedure details: Ethyl 1-[5-[7-bromo-2-(ethylcarbamoylamino)-6-methoxy-1,3-benzothiazol-5-yl]pyrimidin-2-yl]-4-methyl-piperidine-4-carboxylate (47 mg, 0.081 mmol) was dissolved in EtOH (3 mL) and NaOH solution (1 mL, 1 M, aq) was added to give a pale yellow solution. The mixture was heated to 60° C. overnight then cooled to rt, the EtOH removed under reduced pressure and the residue acidified with HCl solution (1 M, aq) to pH 3. The mixture was extracted into EtOAc (3×15 mL) and the combined organic layer washed...